This data is from the Open Reaction Database (ORD), a public repository of structured organic reaction records. The task is: describe an organic reaction: reactants, conditions, products, and yield The reactants are C1CCOC1, CN, O=C(Nc1cccc(C(F)(F)F)c1)N1COc2cc(Oc3cc(Cl)ncn3)ccc21. Yields the product CNc1cc(Oc2ccc3c(c2)OCN3C(=O)Nc2cccc(C(F)(F)F)c2)ncn1. As a reaction SMILES: [CH2:33]1[O:34][CH2:35][CH2:36][CH2:37]1.[CH3:31][NH2:32].[F:1][C:2]([c:3]1[cH:4][c:5]([NH:9][C:10](=[O:11])[N:12]2[CH2:13][O:14][c:15]3[c:16]2[cH:17][cH:18][c:19]([O:21][c:22]2[n:23][cH:24][n:25][c:26]([Cl:28])[cH:27]2)[cH:20]3)[cH:6][cH:7][cH:8]1)([F:29])[F:30]>>[F:1][C:2]([c:3]1[cH:4][c:5]([NH:9][C:10](=[O:11])[N:12]2[CH2:13][O:14][c:15]3[c:16]2[cH:17][cH:18][c:19]([O:21][c:22]2[n:23][cH:24][n:25][c:26]([NH:32][CH3:31])[cH:27]2)[cH:20]3)[cH:6][cH:7][cH:8]1)([F:29])[F:30]. Reactants: [Al+3], CCOC(C)=O, COc1ccccc1, [Cl-], [Cl-], [Cl-], COc1ccc(CN2C(=O)C(Cc3ccccc3Cl)N=C(c3ccc(OC)cc3)c3cc(Cl)ccc32)cc1. Yields the product COc1ccc(C2=NC(Cc3ccccc3Cl)C(=O)Nc3ccc(Cl)cc32)cc1. As a reaction SMILES: [Al+3:40].[CH3:43][CH2:44][O:45][C:46](=[O:47])[CH3:48].[CH3:49][O:50][c:51]1[cH:52][cH:53][cH:54][cH:55][cH:56]1.[Cl-:39].[Cl-:41].[Cl-:42].[Cl:1][c:2]1[cH:3][c:4]2[c:5]([cH:37][cH:38]1)[N:6]([CH2:28][c:29]1[cH:30][cH:31][c:32]([O:33][CH3:34])[cH:35][cH:36]1)[C:7](=[O:27])[CH:8]([CH2:19][c:20]1[c:21]([Cl:26])[cH:22][cH:23][cH:24][cH:25]1)[N:9]=[C:10]2[c:11]1[cH:12][cH:13][c:14]([O:17][CH3:18])[cH:15][cH:16]1>>[Cl:1][c:2]1[cH:3][c:4]2[c:5]([cH:37][cH:38]1)[NH:6][C:7](=[O:27])[CH:8]([CH2:19][c:20]1[c:21]([Cl:26])[cH:22][cH:23][cH:24][cH:25]1)[N:9]=[C:10]2[c:11]1[cH:12][cH:13][c:14]([O:17][CH3:18])[cH:15][cH:16]1. Reactants: CC(O)c1cn(C(c2ccccc2)(c2ccccc2)c2ccccc2)cn1, ClC(Cl)Cl. Yields the product CC(=O)c1cn(C(c2ccccc2)(c2ccccc2)c2ccccc2)cn1. Reaction SMILES: [CH3:1][CH:2]([OH:3])[c:4]1[n:5][cH:6][n:7]([C:9]([c:10]2[cH:11][cH:12][cH:13][cH:14][cH:15]2)([c:16]2[cH:17][cH:18][cH:19][cH:20][cH:21]2)[c:22]2[cH:23][cH:24][cH:25][cH:26][cH:27]2)[cH:8]1.[CH:28]([Cl:29])([Cl:30])[Cl:31]>>[CH3:1][C:2](=[O:3])[c:4]1[n:5][cH:6][n:7]([C:9]([c:10]2[cH:11][cH:12][cH:13][cH:14][cH:15]2)([c:16]2[cH:17][cH:18][cH:19][cH:20][cH:21]2)[c:22]2[cH:23][cH:24][cH:25][cH:26][cH:27]2)[cH:8]1. Starting materials: C(C)OC(=O)C=1NC(=C2C=C(C=CC12)Cl)C1=CC=CC=C1 (5-chloro-3-phenyisoindole-1carboxylic acid ethyl ester), C(C)OC(CBr)=O (bromoacetic acid ethyl ester). The solvent is CS(=O)C (dimethylsulfoxide). Run at time 17 hour. The product is C(C)OC(CN1C(=C2C=CC(=CC2=C1C1=CC=CC=C1)Cl)C(=O)OCC)=O (1-ethoxycarbonyl-5-chloro-3-phenylisoindole-2-acetic acid ethyl ester). As a reaction SMILES: [CH2:1]([O:3][C:4]([C:6]1[NH:7][C:8]([C:16]2[CH:21]=[CH:20][CH:19]=[CH:18][CH:17]=2)=[C:9]2[C:14]=1[CH:13]=[CH:12][C:11]([Cl:15])=[CH:10]2)=[O:5])[CH3:2].[CH2:22]([O:24][C:25](=[O:28])[CH2:26]Br)[CH3:23]>CS(C)=O>[CH2:22]([O:24][C:25](=[O:28])[CH2:26][N:7]1[C:8]([C:16]2[CH:21]=[CH:20][CH:19]=[CH:18][CH:17]=2)=[C:9]2[C:14]([CH:13]=[CH:12][C:11]([Cl:15])=[CH:10]2)=[C:6]1[C:4]([O:3][CH2:1][CH3:2])=[O:5])[CH3:23]. Procedure: A solution of 30.0 g. of 5-chloro-3-phenyisoindole-1carboxylic acid ethyl ester in 300 ml. of dimethylsulfoxide is treated with 66.8 g. of bromoacetic acid ethyl ester and 27.6 g. of finely triturated, dry potassium carbonate and intensively stirred at room temperature for 17 hours. The mixture is poured into 750 ml. of ice-water and the separated product, after the addition of 50 g. of sodium chloride, is removed by filtration under suction, washed with water and then dissolved in methylene chl... Starting materials: BrC=1C=CC(=NC1)C(=O)N(C1=CC=C(C=C1)CN1C[C@@H](N(CC1)C(=O)OC(C)(C)C)C)C (1,1-dimethylethyl (2S)-4-({4-[[(5-bromo-2-pyridinyl)carbonyl](methyl)amino]phenyl}methyl)-2-methyl-1-piperazinecarboxylate), C(#N)C=1C=C(C=CC1)O (3-cyanophenol). Product: C(#N)C=1C=C(C=CC1)OC=1C=CC(=NC1)C(=O)N(C1=CC=C(C=C1)CN1C[C@@H](N(CC1)C(=O)OC(C)(C)C)C)C (1,1-Dimethylethyl (2S)-4-({4-[({5-[(3-cyanophenyl)oxy]-2-pyridinyl}carbonyl)(methyl)amino]phenyl}methyl)-2-methyl-1-piperazinecarboxylate). Reaction SMILES: Br[C:2]1[CH:3]=[CH:4][C:5]([C:8]([N:10]([CH3:32])[C:11]2[CH:16]=[CH:15][C:14]([CH2:17][N:18]3[CH2:23][CH2:22][N:21]([C:24]([O:26][C:27]([CH3:30])([CH3:29])[CH3:28])=[O:25])[C@@H:20]([CH3:31])[CH2:19]3)=[CH:13][CH:12]=2)=[O:9])=[N:6][CH:7]=1.[C:33]([C:35]1[CH:36]=[C:37]([OH:41])[CH:38]=[CH:39][CH:40]=1)#[N:34]>>[C:33]([C:35]1[CH:36]=[C:37]([O:41][C:2]2[CH:3]=[CH:4][C:5]([C:8]([N:10]([CH3:32])[C:11]3[CH:16]=[CH:15][C:14]([CH2:17][N:18]4[CH2:23][CH2:22][N:21]([C:24]([O:26][C:27]([CH3:30])([CH3:29])[CH3:28])=[O:25])[C@@H:20]([CH3:31])[CH2:19]4)=[CH:13][CH:12]=3)=[O:9])=[N:6][CH:7]=2)[CH:38]=[CH:39][CH:40]=1)#[N:34]. Procedure details: The title compound was prepared from 1,1-dimethylethyl (2S)-4-({4-[[(5-bromo-2-pyridinyl)carbonyl](methyl)amino]phenyl}methyl)-2-methyl-1-piperazinecarboxylate (D72) and 3-cyanophenol using a method similar to that described for D73 in Description 73 although the reaction was worked up after the first night of heating. MS (ES): MH+ 542.3. Reactants: NC=1C=C(C=CC1Cl)NC(C1=CN=C(C=C1)Cl)=O (N-(3-amino-4-chlorophenyl)-6-chloronicotinamide), FC=1C=C(C(=O)O)C=CC1 (3-fluorobenzoic acid). Yields the product ClC1=NC=C(C(=O)NC2=CC(=C(C=C2)Cl)NC(C2=CC(=CC=C2)F)=O)C=C1 (6-chloro-N-(4-chloro-3-(3-fluorobenzamido)phenyl)nicotinamide). RXN SMILES: [NH2:1][C:2]1[CH:3]=[C:4]([NH:9][C:10](=[O:18])[C:11]2[CH:16]=[CH:15][C:14]([Cl:17])=[N:13][CH:12]=2)[CH:5]=[CH:6][C:7]=1[Cl:8].[F:19][C:20]1[CH:21]=[C:22]([CH:26]=[CH:27][CH:28]=1)[C:23](O)=[O:24]>>[Cl:17][C:14]1[CH:15]=[CH:16][C:11]([C:10]([NH:9][C:4]2[CH:5]=[CH:6][C:7]([Cl:8])=[C:2]([NH:1][C:23](=[O:24])[C:22]3[CH:26]=[CH:27][CH:28]=[C:20]([F:19])[CH:21]=3)[CH:3]=2)=[O:18])=[CH:12][N:13]=1. Procedure: N-(3-amino-4-chlorophenyl)-6-chloronicotinamide (0.16 mmol) was used in general procedure 2 with 3-fluorobenzoic acid (0.83 mmol). The product was purified by RP-HPLC to give 6-chloro-N-(4-chloro-3-(3-fluorobenzamido)phenyl)nicotinamide. MS (Q1) 404.3 (M)+